This data is from the Open Reaction Database (ORD), a public repository of structured organic reaction records. The task is: describe an organic reaction: reactants, conditions, products, and yield The reactants are C(CCCCCCCCCCC)(=O)[O-].C(CCCCCCC)[Sn+2]CCCCCCCC.C(CCCCCCCCCCC)(=O)[O-] (dioctyltin laurate), C(C=C)(=O)OCCCC.C=C (ethylene butyl acrylate). The product is C(C=C)(=O)OCCCC (butyl acrylate). RXN SMILES: C([O-])(=O)CCCCCCCCCCC.C([Sn+2]CCCCCCCC)CCCCCCC.C([O-])(=O)CCCCCCCCCCC.[C:46]([O:50][CH2:51][CH2:52][CH2:53][CH3:54])(=[O:49])[CH:47]=[CH2:48].C=C>>[C:46]([O:50][CH2:51][CH2:52][CH2:53][CH3:54])(=[O:49])[CH:47]=[CH2:48] |f:0.1.2,3.4|. Reported procedure: Master batch of catalyst: The master batch was prepared by impregnating of dioctyltin laurate to pellets of a conventional ethylene butyl acrylate copolymer produced in a high pressure in a tubular reactor (butyl acrylate, BA, content 15 wt %) as the carrier polymer. The obtained master batch contained 3.5 wt % of the catalyst based on the final amount of the master batch. Inventive Master Batches 1 to 7: Inventive Catalyst 1: The reactants are C(C)(C)(C)OC(CC1=CC=C(C=C1)NC(=O)C=1C2=C(SC1)C=CC=C2)=O (4-[(Benzo[b]thiophen-3-ylcarbonyl)amino]phenylacetic acid tert-butyl ester), Cl.O1CCOCC1 (HCl dioxane). The solvent is C(Cl)(Cl)Cl (chloroform). Reaction conditions: time 8 hour. Yields the product S1C2=C(C(=C1)C(=O)NC1=C(C=C(C=C1)CC(=O)O)OC)C=CC=C2 (4-[(Benzo[b]thiophen-3-ylcarbonyl)amino]-3-methoxyphenylacetic acid). Isolated yield 94.0%. Reaction SMILES: C([O:5][C:6](=[O:26])[CH2:7][C:8]1[CH:13]=[CH:12][C:11]([NH:14][C:15]([C:17]2[C:18]3[CH:25]=[CH:24][CH:23]=[CH:22][C:19]=3[S:20][CH:21]=2)=[O:16])=[CH:10][CH:9]=1)(C)(C)C.Cl.[O:28]1CCOC[CH2:29]1>C(Cl)(Cl)Cl>[S:20]1[CH:21]=[C:17]([C:15]([NH:14][C:11]2[CH:12]=[CH:13][C:8]([CH2:7][C:6]([OH:5])=[O:26])=[CH:9][C:10]=2[O:28][CH3:29])=[O:16])[C:18]2[CH:25]=[CH:24][CH:23]=[CH:22][C:19]1=2 |f:1.2|. Procedure: 4-[(Benzo[b]thiophen-3-ylcarbonyl)amino]phenylacetic acid tert-butyl ester (2.12 g, 5.33 mmol) and a 4N—HCl-dioxane solution (20 mL) were mixed, and the mixture was stirred for hours at room temperature, and for 8 hours at 70° C. After cooling the mixture naturally, the mixture was diluted with chloroform (200 mL), washed with water (100 mL) and saturate brine (100 mL), and dried over anhydrous sodium sulfate, and then the solvent was distilled off under reduced pressure. The obtained residue wa... The reactants are FC=1C=2C3=C(C(NC3=CC1)=O)C(=CC2SCCO)C=2NC=CC2 (6-fluoro-5-(2-hydroxy-ethylsulfanyl)-3-(1H-pyrrol-2-yl)-1H-benzo[cd]indol-2-one), C1=CC(=CC(=C1)Cl)C(=O)OO (mCPBA). Run in C(C)(=O)OCC (ethyl acetate), C1CCOC1 (THF). Run at time 20 minute. Yields the product FC=1C=2C3=C(C(NC3=CC1)=O)C(=CC2S(=O)CCO)C=2NC=CC2 (6-fluoro-5-(2-hydroxy-ethanesulfinyl)-3-(1H-pyrrol-2-yl)-1H-benzo[cd]indol-2-one). RXN SMILES: [F:1][C:2]1[C:3]2[C:4]3[C:8](=[CH:9][CH:10]=1)[NH:7][C:6](=[O:11])[C:5]=3[C:12]([C:19]1[NH:20][CH:21]=[CH:22][CH:23]=1)=[CH:13][C:14]=2[S:15][CH2:16][CH2:17][OH:18].C1C=C(Cl)C=C(C(OO)=[O:32])C=1>C1COCC1.C(OCC)(=O)C>[F:1][C:2]1[C:3]2[C:4]3[C:8](=[CH:9][CH:10]=1)[NH:7][C:6](=[O:11])[C:5]=3[C:12]([C:19]1[NH:20][CH:21]=[CH:22][CH:23]=1)=[CH:13][C:14]=2[S:15]([CH2:16][CH2:17][OH:18])=[O:32]. Reported procedure: A solution of 6-fluoro-5-(2-hydroxy-ethylsulfanyl)-3-(1H-pyrrol-2-yl)-1H-benzo[cd]indol-2-one (from Example 36 above) (15 mg, 0.05 mmol) in THF (approximately 7 mL) was treated with mCPBA (Acros, 14 mg, 0.06 mmol, 75%). After 20 minutes, the reaction mixture was diluted with ethyl acetate and washed with aqueous saturated Na2S2O3 and aqueous saturated NaHCO3. The organic layer was dried over Na2SO4 and concentrated. The resulting residue was purified by flash chromatography (silica gel, 0-100% e... Reactants: B (borane), Cl (hydrochloric acid), lactam, CC1CC2=C(CC(N1)=O)C=C(C(=C2)C)C (4,7,8-Trimethyl-1,3,4,5-tetrahydro-2H-3-benzazepin-2-one), solution, B (borane). Run in O1CCCC1 (tetrahydrofuran), O1CCCC1 (tetrahydrofuran), O1CCCC1 (tetrahydrofuran). Run at time 5 minute. Product: Cl.CC1NCCC2=C(C1)C=C(C(=C2)C)C (2,7,8-Trimethyl-2,3,4,5-tetrahydro-1H-3-benzazepine hydrochloride). RXN SMILES: [CH3:1][CH:2]1[NH:8][C:7](=O)[CH2:6][C:5]2[CH:10]=[C:11]([CH3:15])[C:12]([CH3:14])=[CH:13][C:4]=2[CH2:3]1.B.[ClH:17]>O1CCCC1>[ClH:17].[CH3:1][CH:2]1[CH2:3][C:4]2[CH:13]=[C:12]([CH3:14])[C:11]([CH3:15])=[CH:10][C:5]=2[CH2:6][CH2:7][NH:8]1 |f:4.5|. Procedure: A slurry of 3.7 g of the lactam (0.0182 moles) prepared in Example 12 in 20 ml of tetrahydrofuran was cooled to 0° and 40 ml of a 1M solution of borane in tetrahydrofuran gradually added. After five minutes at 0°-5°, almost all of the lactam had dissolved, whereupon the mixture was heated to boiling. The clear refluxing solution deposited some gelatinous material at the liquid-vapor interface after about fifteen minutes. Refluxing was continued for another three hours, then the mixture was coole...